Dataset: the Open Reaction Database (ORD), a public repository of structured organic reaction records. Task: describe an organic reaction: reactants, conditions, products, and yield Starting materials: 3a, N(=O)[O-].[Na+] (NaNO2), Cl (HCl), O=S(Cl)Cl (SOCl2), [N+](=O)([O-])C1=C(N)C=CC(=C1)OC(F)(F)F (2-nitro-4-(trifluoromethoxy)aniline). The reagents and catalysts are Cl[Cu] (CuCl). The solvent is O (water), O (water). Yields the product [N+](=O)([O-])C1=C(C=CC(=C1)OC(F)(F)F)S(=O)(=O)Cl (2-Nitro-4-trifluoromethoxy-benzenesulfonyl chloride). Isolated yield 105.4%. As a reaction SMILES: [O:1]=[S:2]([Cl:4])Cl.[N+:5]([C:8]1[CH:14]=[C:13]([O:15][C:16]([F:19])([F:18])[F:17])[CH:12]=[CH:11][C:9]=1N)([O-:7])=[O:6].Cl.N([O-])=[O:22].[Na+]>O.Cl[Cu]>[N+:5]([C:8]1[CH:14]=[C:13]([O:15][C:16]([F:19])([F:18])[F:17])[CH:12]=[CH:11][C:9]=1[S:2]([Cl:4])(=[O:1])=[O:22])([O-:7])=[O:6] |f:3.4|. Procedure: In a similar fashion using route 3a general procedure 10, SOCl2 (0.36 ml, 4.95 mmol) in cold water (2 ml), CuCl (5 mg, 0.05 mmol), 2-nitro-4-(trifluoromethoxy)aniline (200 mg, 0.90 mmol), conc. HCl (2 ml), NaNO2 (90 mg, 1.3 mmol) in water (2 ml) gave the title compound (290 mg) which was used in the next step without further purification. The structure was confirmed by 1H NMR. Reactants: CNC (dimethylamine), N1=CC(=C2N1C=CC=C2)C(=O)Cl (pyrazolo[1,5-a]pyridine-3-carbonyl chloride). Run in C(C)O (ethanol), ClCCl (dichloromethane), ClCCl (dichloromethane). Conditions: temperature 0 celsius, time 8 hour. Product: CN(C(=O)C=1C=NN2C1C=CC=C2)C (3-(N,N-dimethylcarbamoyl)pyrazolo[1,5-a]pyridine). As a reaction SMILES: [CH3:1][NH:2][CH3:3].[N:4]1[N:8]2[CH:9]=[CH:10][CH:11]=[CH:12][C:7]2=[C:6]([C:13](Cl)=[O:14])[CH:5]=1>C(O)C.ClCCl>[CH3:1][N:2]([CH3:3])[C:13]([C:6]1[CH:5]=[N:4][N:8]2[CH:9]=[CH:10][CH:11]=[CH:12][C:7]=12)=[O:14]. Procedure details: A solution of dimethylamine in ethanol (35% w/v; 300 ml) was added to dichloromethane (1100 ml) and the resulting solution was stirred at 0° C. and treated slowly with a solution of pyrazolo[1,5-a]pyridine-3-carbonyl chloride (61.0 g) in dry dichloromethane (1100 ml). When the addition was complete, the mixture was allowed to warm up to room temperature and stand at room temperature overnight. The mixture was then washed twice with water and the organic solution was then dried over sodium sulpha... The reactants are CCN1CCNCC1, CCN(C(C)C)C(C)C, O=[N+]([O-])c1ccc(Cl)nc1, CN(C)C=O, O. The product is CCN1CCN(c2ccc([N+](=O)[O-])cn2)CC1. Reaction SMILES: [CH2:20]([CH3:21])[N:22]1[CH2:23][CH2:24][NH:25][CH2:26][CH2:27]1.[CH:11]([N:12]([CH2:13][CH3:14])[CH:15]([CH3:16])[CH3:17])([CH3:18])[CH3:19].[Cl:1][c:2]1[n:3][cH:4][c:5]([N+:8](=[O:9])[O-:10])[cH:6][cH:7]1.[O:29]=[CH:30][N:31]([CH3:32])[CH3:33].[OH2:28]>>[c:2]1([N:25]2[CH2:24][CH2:23][N:22]([CH2:20][CH3:21])[CH2:27][CH2:26]2)[n:3][cH:4][c:5]([N+:8](=[O:9])[O-:10])[cH:6][cH:7]1. Starting materials: ClCC(=O)COCCC (1-chloro-3-propoxyacetone), C1(=CC=CC=C1)P(C1=CC=CC=C1)C1=CC=CC=C1 (triphenylphosphine), C(C)OCC (diethyl ether). Solvent: C(Cl)(Cl)Cl (chloroform). Product: [Cl-].O=C(C[P+](C1=CC=CC=C1)(C1=CC=CC=C1)C1=CC=CC=C1)COCCC (2-oxo-3-propoxypropyltriphenylphosphonium chloride). The yield is 63.9%. RXN SMILES: [Cl:1][CH2:2][C:3]([CH2:5][O:6][CH2:7][CH2:8][CH3:9])=[O:4].[C:10]1([P:16]([C:23]2[CH:28]=[CH:27][CH:26]=[CH:25][CH:24]=2)[C:17]2[CH:22]=[CH:21][CH:20]=[CH:19][CH:18]=2)[CH:15]=[CH:14][CH:13]=[CH:12][CH:11]=1.C(OCC)C>C(Cl)(Cl)Cl>[Cl-:1].[O:4]=[C:3]([CH2:5][O:6][CH2:7][CH2:8][CH3:9])[CH2:2][P+:16]([C:17]1[CH:18]=[CH:19][CH:20]=[CH:21][CH:22]=1)([C:23]1[CH:28]=[CH:27][CH:26]=[CH:25][CH:24]=1)[C:10]1[CH:11]=[CH:12][CH:13]=[CH:14][CH:15]=1 |f:4.5|. Procedure: A solution of 1-chloro-3-propoxyacetone (8.5 g.) and triphenylphosphine (15.6 g.) in chloroform (20 ml.) was saturated with nitrogen and heated at reflux under nitrogen overnight. An excess of dry diethyl ether was added, and then the solvents were decanted from the gum that separated. The remaining solvent was removed in vacuo to give crude 2-oxo-3-propoxypropyltriphenylphosphonium chloride (14.9 g.). This was stirred vigorously with a solution of sodium carbonate (14.6 g.) in water (146 ml.) f... Reactants: C(C)OC(C=C1CCN(CC1)C(=O)OC(C)(C)C)=O (t-butyl 4-(2-ethoxy-2-oxoethylidene)tetrahydropyridine-1(2H)-carboxylate), [H][H] (hydrogen). The reagents and catalysts are [Pd] (palladium-on-carbon). Solvent: CO (methanol). Product: C(C)OC(CC1CCN(CC1)C(=O)OC(C)(C)C)=O (t-butyl 4-(2-ethoxy-2-oxoethyl)tetrahydropyridine-1(2H)-carboxylate). Isolated yield 93.4%. As a reaction SMILES: [CH2:1]([O:3][C:4](=[O:19])[CH:5]=[C:6]1[CH2:11][CH2:10][N:9]([C:12]([O:14][C:15]([CH3:18])([CH3:17])[CH3:16])=[O:13])[CH2:8][CH2:7]1)[CH3:2].[H][H]>CO.[Pd]>[CH2:1]([O:3][C:4](=[O:19])[CH2:5][CH:6]1[CH2:11][CH2:10][N:9]([C:12]([O:14][C:15]([CH3:18])([CH3:17])[CH3:16])=[O:13])[CH2:8][CH2:7]1)[CH3:2]. Procedure details: To a solution of 355 mg of t-butyl 4-(2-ethoxy-2-oxoethylidene)tetrahydropyridine-1(2H)-carboxylate in 10 ml of methanol, 50 mg of 10% palladium-on-carbon catalyst was added and stirred for 13 hours in 3 atmospheres' hydrogen pressure. Filtering the catalyst off, the solvent was distilled off under reduced pressure to provide 334 mg of the title compound. Product: C(=C\CCC)/N1CCCC1 (N-[1-(E)-penten-1-yl]pyrrolidine). As a reaction SMILES: [NH:1]1[CH2:5][CH2:4][CH2:3][CH2:2]1.C(=O)([O-])[O-].[K+].[K+].[CH:12](=O)[CH2:13][CH2:14][CH2:15][CH3:16]>>[CH:12](/[N:1]1[CH2:5][CH2:4][CH2:3][CH2:2]1)=[CH:13]\[CH2:14][CH2:15][CH3:16] |f:1.2.3|. Conditions: time 6 hour. Procedure details: To 200 mL (170.4 g, 2.40 mol) of rapidly stirred pyrrolidine at 3° C., under argon, was added 100 g (0.72 mmol) of potassium carbonate followed by 127 mL (102.9 g, 1.19 mol) of valeraldehyde dropwise over 75 min. After stirring at 3°-5° C. for 6 hr, the suspension was stored at ca. 0° C. for 64 hr, filtered and the collected solids were washed with 2×50 mL of anhydrous ether. The combined filtrates were concentrated in vacuo and the residue was distilled to give 142.32 g (85.7%) of N-[1-(E)-pent... Reactants: N1CCCC1 (pyrrolidine), C([O-])([O-])=O.[K+].[K+] (potassium carbonate), C(CCCC)=O (valeraldehyde). Yield: 85.7%. Reactants: ClC1=C(C(=CC=C1)C)NC=1NC2=C(N1)C=C(C1=C2CC(O1)(C)C)C(=O)O (2-[(2-chloro-6-methylphenyl)amino]-7,7-dimethyl-7,8-dihydro-1H-furo[3,2-e]benzimidazole-5-carboxylic acid), CCN(C(C)C)C(C)C (DIPEA), S(=O)(Cl)Cl (thionyl chloride), FC(C)(F)C=1C=C(N)C=CC1 (3-(1,1-difluoroethyl)aniline). Run in C1=CC=CC=C1 (benzene), C1CCOC1 (THF). The product is ClC1=C(C(=CC=C1)C)NC=1NC2=C(N1)C=C(C1=C2CC(O1)(C)C)C(=O)NC1=CC(=CC=C1)C(C)(F)F (2-[(2-Chloro-6-methylphenyl)amino]-N-[3-(1,1-difluoroethyl)phenyl]-7,7-dimethyl-7,8-dihydro-1H-furo[3,2-e]benzimidazole-5-carboxamide). The yield is 4.4%. Reaction SMILES: [Cl:1][C:2]1[CH:7]=[CH:6][CH:5]=[C:4]([CH3:8])[C:3]=1[NH:9][C:10]1[NH:11][C:12]2[C:18]3[CH2:19][C:20]([CH3:23])([CH3:22])[O:21][C:17]=3[C:16]([C:24]([OH:26])=O)=[CH:15][C:13]=2[N:14]=1.S(Cl)(Cl)=O.[F:31][C:32]([C:35]1[CH:36]=[C:37]([CH:39]=[CH:40][CH:41]=1)[NH2:38])([F:34])[CH3:33].CCN(C(C)C)C(C)C>C1C=CC=CC=1.C1COCC1>[Cl:1][C:2]1[CH:7]=[CH:6][CH:5]=[C:4]([CH3:8])[C:3]=1[NH:9][C:10]1[NH:11][C:12]2[C:18]3[CH2:19][C:20]([CH3:22])([CH3:23])[O:21][C:17]=3[C:16]([C:24]([NH:38][C:37]3[CH:39]=[CH:40][CH:41]=[C:35]([C:32]([F:31])([F:34])[CH3:33])[CH:36]=3)=[O:26])=[CH:15][C:13]=2[N:14]=1. Procedure: The title compound was prepared by following the procedure described for Example-108 using 2-[(2-chloro-6-methylphenyl)amino]-7,7-dimethyl-7,8-dihydro-1H-furo[3,2-e]benzimidazole-5-carboxylic acid (Intermediate-35, 0.200 g, 0.537 mmol), thionyl chloride (2.0 mL), 3-(1,1-difluoroethyl)aniline (Intermediate-39, 0.088 g, 0.537 mmol), THF (5.0 mL) and DIPEA (3.0 mL), benzene (2 mL). The obtained crude product was purified by column chromatography on neutral alumina eluting with 0.7-1.0% MeOH:DCM to ... Starting materials: Cc1cccc2nc(C(C)Nc3ncnc4c3ncn4COCC[Si](C)(C)C)n(-c3cccc(C#N)c3)c(=O)c12, CO, Cc1cccc2nc(C(C)Nc3ncnc4[nH]cnc34)n(-c3cccc(O)c3)c(=O)c12. Yields the product Cc1cccc2nc(C(C)Nc3ncnc4[nH]cnc34)n(-c3cccc(C#N)c3)c(=O)c12. Reaction SMILES: [CH3:1][c:2]1[c:3]2[c:4](=[O:40])[n:5](-[c:32]3[cH:33][c:34]([C:35]#[N:36])[cH:37][cH:38][cH:39]3)[c:6]([CH:12]([CH3:13])[NH:14][c:15]3[c:16]4[n:17][cH:18][n:19]([CH2:24][O:25][CH2:26][CH2:27][Si:28]([CH3:29])([CH3:30])[CH3:31])[c:20]4[n:21][cH:22][n:23]3)[n:7][c:8]2[cH:9][cH:10][cH:11]1.[CH3:72][OH:73].[OH:41][c:42]1[cH:43][c:44](-[n:45]2[c:46](=[O:47])[c:48]3[c:49]([cH:50][cH:51][cH:52][c:53]3[CH3:54])[n:55][c:56]2[CH:57]([NH:58][c:59]2[n:60][cH:61][n:62][c:63]3[c:64]2[n:65][cH:66][nH:67]3)[CH3:68])[cH:69][cH:70][cH:71]1>>[CH3:1][c:2]1[c:3]2[c:4](=[O:40])[n:5](-[c:32]3[cH:33][c:34]([C:35]#[N:36])[cH:37][cH:38][cH:39]3)[c:6]([CH:12]([CH3:13])[NH:14][c:15]3[c:16]4[n:17][cH:18][nH:19][c:20]4[n:21][cH:22][n:23]3)[n:7][c:8]2[cH:9][cH:10][cH:11]1.